From a dataset of the Open Reaction Database (ORD), a public repository of structured organic reaction records. describe an organic reaction: reactants, conditions, products, and yield Reactants: ClCl (chlorine), C24H25ClN4O2, CC=1C=C(C(=O)O)C=CC1C(=O)N1CCCC1 (3-methyl-4-(pyrrolidin-1-ylcarbonyl)benzoic acid), CN(C)C(=[N+](C)C)ON1C2=C(C=CC=C2)N=N1.[B-](F)(F)(F)F (TBTU), C(C)(C)N(CC)C(C)C (diisopropylethylamine), ClC1=CC2=C(NC(=N2)[C@H](CC=C)N)C=C1 ((1S)-1-(5-chloro-1H-benzimidazol-2-yl)but-3-enylamine). Run in ClCCl.C(C)O (dichloromethane ethanol), O1CCCC1 (tetrahydrofuran). Product: ClC1=CC2=C(NC(=N2)[C@H](CC=C)NC(C2=CC(=C(C=C2)C(=O)N2CCCC2)C)=O)C=C1 (N-[(1S)-1-(5-chloro-1H-benzimidazol-2-yl)but-3-enyl]-3-methyl-4-(pyrrolidin-1-ylcarbonyl)benzamide). As a reaction SMILES: [CH3:1][C:2]1[CH:3]=[C:4]([CH:8]=[CH:9][C:10]=1[C:11]([N:13]1[CH2:17][CH2:16][CH2:15][CH2:14]1)=[O:12])[C:5]([OH:7])=O.CN(C(ON1N=NC2C=CC=CC1=2)=[N+](C)C)C.[B-](F)(F)(F)F.C(N(C(C)C)CC)(C)C.[Cl:49][C:50]1[CH:63]=[CH:62][C:53]2[NH:54][C:55]([C@@H:57]([NH2:61])[CH2:58][CH:59]=[CH2:60])=[N:56][C:52]=2[CH:51]=1.ClCl>O1CCCC1.ClCCl.C(O)C>[Cl:49][C:50]1[CH:63]=[CH:62][C:53]2[NH:54][C:55]([C@@H:57]([NH:61][C:5](=[O:7])[C:4]3[CH:8]=[CH:9][C:10]([C:11]([N:13]4[CH2:17][CH2:16][CH2:15][CH2:14]4)=[O:12])=[C:2]([CH3:1])[CH:3]=3)[CH2:58][CH:59]=[CH2:60])=[N:56][C:52]=2[CH:51]=1 |f:1.2,7.8|. Reported procedure: Prepared analogously to Example 1g from 3-methyl-4-(pyrrolidin-1-ylcarbonyl)benzoic acid, TBTU, diisopropylethylamine, and (1S)-1-(5-chloro-1H-benzimidazol-2-yl)but-3-enylamine in tetrahydrofuran. Yield: %; Rf value: 0.34 (silica gel: dichloromethane/ethanol=9:1); C24H25ClN4O2 (436.95); mass spectrum: (M+H)+=437/439 (chlorine isotope). Reactants: C(C)(C)(C)OC(=O)NC1CC2=CC=C(C=C2C1)OC1=CC=CC=C1 (2-(tert-butoxycarbonylamino)-5-phenoxyindan), Cl.O1CCOCC1 (hydrochloric acid dioxane). Run in C(C)(=O)O (acetic acid). The product is Cl.NC1CC2=CC=C(C=C2C1)OC1=CC=CC=C1 (2-amino-5-phenoxyindan hydrochloride). As a reaction SMILES: C(OC([NH:8][CH:9]1[CH2:17][C:16]2[C:11](=[CH:12][CH:13]=[C:14]([O:18][C:19]3[CH:24]=[CH:23][CH:22]=[CH:21][CH:20]=3)[CH:15]=2)[CH2:10]1)=O)(C)(C)C.[ClH:25].O1CCOCC1>C(O)(=O)C>[ClH:25].[NH2:8][CH:9]1[CH2:17][C:16]2[C:11](=[CH:12][CH:13]=[C:14]([O:18][C:19]3[CH:20]=[CH:21][CH:22]=[CH:23][CH:24]=3)[CH:15]=2)[CH2:10]1 |f:1.2,4.5|. Procedure details: Using 2-(tert-butoxycarbonylamino)-5-phenoxyindan (120 mg, 0.36 mmol), 4N hydrochloric acid-dioxane (1.7 ml) and acetic acid (5.1 ml), a similar procedure to Production Example 213 was carried out to obtain 2-amino-5-phenoxyindan hydrochloride (99 mg, 0.36 mmol) having the following physical properties: Starting materials: Cc1cc(C(F)(F)F)cnc1N1CCN(C(=O)OC(C)(C)C)CC1, CCOC(C)=O, O=C([O-])O, ClC(Cl)Cl, Cl, [Na+], O. Yields the product Cc1cc(C(F)(F)F)cnc1N1CCNCC1. As a reaction SMILES: [C:1]([O:2][C:3](=[O:4])[N:8]1[CH2:9][CH2:10][N:11]([c:14]2[n:15][cH:16][c:17]([C:21]([F:22])([F:23])[F:24])[cH:18][c:19]2[CH3:20])[CH2:12][CH2:13]1)([CH3:5])([CH3:6])[CH3:7].[C:25]([O:26][CH2:27][CH3:28])(=[O:29])[CH3:30].[C:36](=[O:37])([O-:38])[OH:39].[CH:32]([Cl:33])([Cl:34])[Cl:35].[ClH:31].[Na+:40].[OH2:41]>>[NH:8]1[CH2:9][CH2:10][N:11]([c:14]2[n:15][cH:16][c:17]([C:21]([F:22])([F:23])[F:24])[cH:18][c:19]2[CH3:20])[CH2:12][CH2:13]1. Starting materials: CC1(OCC(O1)CO)C (Solketal), BrCCCCCCCCCCCCCC (1-bromotetradecane), CN(C)C=O (DMF), [H-].[Na+] (NaH). The solvent is CO (methanol). Reaction conditions: time 1 day. Yields the product C(CCCCCCCCCCCCC)OCC(O)CO (rac-1-O-Tetradecylglycerol). Yield: 4.0%. RXN SMILES: C[C:2]1([CH3:9])[O:6][CH:5]([CH2:7][OH:8])[CH2:4][O:3]1.Br[CH2:11][CH2:12][CH2:13][CH2:14][CH2:15][CH2:16][CH2:17][CH2:18][CH2:19][CH2:20][CH2:21][CH2:22]CC.CN(C=O)C.[H-].[Na+]>CO>[CH2:2]([O:3][CH2:4][CH:5]([CH2:7][OH:8])[OH:6])[CH2:9][CH2:22][CH2:21][CH2:20][CH2:19][CH2:18][CH2:17][CH2:16][CH2:15][CH2:14][CH2:13][CH2:12][CH3:11] |f:3.4|. Procedure details: To a mixture of Solketal (66.1 g, 0.5 mol), 1-bromotetradecane (159.4 g, 0.575 mol), and DMF (800 ml) was added 60% NaH (26.0 g, 0.65 mol) in oil dispersion in 3 portions for 1 hr. The mixture was stirred at room temperature for 1 day and methanol (20 ml) was added to destroy the excess NaH. This was then poured into 1500 ml of ice-water and the aqueous layer was extracted with hexanes (2000 ml). The combined organic layers were evaporated to dryness and the oily residue was refluxed in 10% HCl/...